describe an organic reaction: reactants, conditions, products, and yield From a dataset of the Open Reaction Database (ORD), a public repository of structured organic reaction records. The reactants are N1(CCOCC1)CC1=C(C=CC=C1)N1CCC(CC1)C=O (1-(2-Morpholin-4-ylmethyl-phenyl)-piperidine-4-carbaldehyde), N1CCCC1 (pyrrolidine). Yields the product N1(CCCC1)CC1CCN(CC1)C1=C(CN2CCOCC2)C=CC=C1 (4-{2-(4-Pyrrolidin-1-ylmethyl-piperidin-1-yl)-benzyl}-morpholine). RXN SMILES: [N:1]1([CH2:7][C:8]2[CH:13]=[CH:12][CH:11]=[CH:10][C:9]=2[N:14]2[CH2:19][CH2:18][CH:17]([CH:20]=O)[CH2:16][CH2:15]2)[CH2:6][CH2:5][O:4][CH2:3][CH2:2]1.[NH:22]1[CH2:26][CH2:25][CH2:24][CH2:23]1>>[N:22]1([CH2:20][CH:17]2[CH2:18][CH2:19][N:14]([C:9]3[CH:10]=[CH:11][CH:12]=[CH:13][C:8]=3[CH2:7][N:1]3[CH2:6][CH2:5][O:4][CH2:3][CH2:2]3)[CH2:15][CH2:16]2)[CH2:26][CH2:25][CH2:24][CH2:23]1. Procedure: Prepared from the product of Example 17 and pyrrolidine. The product is ClC1=NC=CC(=N1)C=1C(=NN2C1CN(CC2)C(=O)OCC2=CC=CC=C2)C2=CC=C(C=C2)F (phenylmethyl 3-(2-chloro-4-pyrimidinyl)-2-(4-fluorophenyl)-6,7-dihydropyrazolo[1,5-a]pyrazine-5(4H)-carboxylate). Conditions: temperature 165 celsius, time 18 hour. Procedure: A mixture of 2-chloro-4-[2-(4-fluorophenyl)ethynyl]pyrimidine (i.e. the product of Example 2, Step A) (2.51 g, 10.8 mmol) and 4,5,6,7-tetrahydro-3-hydroxy-5-[(phenylmethoxy)carbonyl][1,2,3]oxadiazolo[3,4-a]pyrazin-8-ium inner salt (i.e. the product of Step B) (3.00 g, 10.8 mmol) in mesitylene (100 mL) was stirred at 165° C. for 18 h. The reaction mixture was cooled and concentrated under reduced pressure. The residue was diluted with dichloromethane (50 mL) and treated with silica gel (10.0 g). ... Reaction SMILES: [Cl:1][C:2]1[N:7]=[C:6]([C:8]#[C:9][C:10]2[CH:15]=[CH:14][C:13]([F:16])=[CH:12][CH:11]=2)[CH:5]=[CH:4][N:3]=1.OC1O[N:20]=[N+:21]2[CH2:26][CH2:25][N:24]([C:27]([O:29][CH2:30][C:31]3[CH:36]=[CH:35][CH:34]=[CH:33][CH:32]=3)=[O:28])[CH2:23][C:22]=12>C1(C)C=C(C)C=C(C)C=1>[Cl:1][C:2]1[N:7]=[C:6]([C:8]2[C:9]([C:10]3[CH:15]=[CH:14][C:13]([F:16])=[CH:12][CH:11]=3)=[N:20][N:21]3[CH2:26][CH2:25][N:24]([C:27]([O:29][CH2:30][C:31]4[CH:36]=[CH:35][CH:34]=[CH:33][CH:32]=4)=[O:28])[CH2:23][C:22]=23)[CH:5]=[CH:4][N:3]=1. The reactants are ClC1=NC=CC(=N1)C#CC1=CC=C(C=C1)F (2-chloro-4-[2-(4-fluorophenyl)ethynyl]pyrimidine), product, OC=1ON=[N+]2C1CN(CC2)C(=O)OCC2=CC=CC=C2 (4,5,6,7-tetrahydro-3-hydroxy-5-[(phenylmethoxy)carbonyl][1,2,3]oxadiazolo[3,4-a]pyrazin-8-ium), OC=1ON=[N+]2C1CN(CC2)C(=O)OCC2=CC=CC=C2 (4,5,6,7-tetrahydro-3-hydroxy-5-[(phenylmethoxy)carbonyl][1,2,3]oxadiazolo[3,4-a]pyrazin-8-ium). Solvent: C1(=CC(=CC(=C1)C)C)C (mesitylene). Starting materials: CCO, O=C(O)Cc1ccc2c(c1)C(=O)c1ccccc1CN2, O=S(=O)(O)O. Yields the product CCOC(=O)Cc1ccc2c(c1)C(=O)c1ccccc1CN2. As a reaction SMILES: [CH2:26]([CH3:27])[OH:28].[O:1]=[C:2]1[c:3]2[c:4]([cH:13][cH:14][c:15]([CH2:17][C:18](=[O:19])[OH:20])[cH:16]2)[NH:5][CH2:6][c:7]2[c:8]1[cH:9][cH:10][cH:11][cH:12]2.[S:21](=[O:22])(=[O:23])([OH:24])[OH:25]>>[O:1]=[C:2]1[c:3]2[c:4]([cH:13][cH:14][c:15]([CH2:17][C:18](=[O:19])[O:20][CH2:26][CH3:27])[cH:16]2)[NH:5][CH2:6][c:7]2[c:8]1[cH:9][cH:10][cH:11][cH:12]2.